Task: describe an organic reaction: reactants, conditions, products, and yield. Dataset: the Open Reaction Database (ORD), a public repository of structured organic reaction records The reagents and catalysts are [Cu]I (Copper (I) iodide). Run at time 10 minute. Reaction SMILES: [Cl:1][C:2]1[CH:10]=[CH:9][C:8]2[NH:7][C:6]3[CH2:11][CH2:12][N:13]([CH3:15])[CH2:14][C:5]=3[C:4]=2[C:3]=1[Cl:16].N1CCC[C@H]1C(O)=O.P([O-])([O-])([O-])=O.[K+].[K+].[K+].Br[CH:34]=[C:35]([C:37]1[CH:42]=[CH:41][C:40]([F:43])=[CH:39][CH:38]=1)[CH3:36]>CN(C=O)C.[Cu]I>[Cl:1][C:2]1[CH:10]=[CH:9][C:8]2[N:7](/[CH:34]=[C:35](/[C:37]3[CH:42]=[CH:41][C:40]([F:43])=[CH:39][CH:38]=3)\[CH3:36])[C:6]3[CH2:11][CH2:12][N:13]([CH3:15])[CH2:14][C:5]=3[C:4]=2[C:3]=1[Cl:16] |f:2.3.4.5|. Procedure: 8,9-Dichloro-2-methyl-2,3,4,5-tetrahydro-1H-pyrido[4,3-b]indole (200 mg, 0.78 mmol) was dissolved in DMF. Copper (I) iodide (14 mg, 0.078 mmol), L-proline (17 mg, 0.156 mmol) and potassium phosphate (330 mg, 1.56 mmol) were added and the reaction mixture was stirred for 10 min. at RT. 1-(1-Bromoprop-1-en-2-yl)-4-fluorobenzene (200 mg, 0.94 mmol) was added dropwise and the reaction mixture was purged with nitrogen. The reaction mixture was heated overnight at 85° C. (prolonged heating in some cas... Starting materials: BrC=C(C)C1=CC=C(C=C1)F (1-(1-Bromoprop-1-en-2-yl)-4-fluorobenzene), ClC1=C(C=2C3=C(NC2C=C1)CCN(C3)C)Cl (8,9-Dichloro-2-methyl-2,3,4,5-tetrahydro-1H-pyrido[4,3-b]indole), N1[C@H](C(=O)O)CCC1 (L-proline), P(=O)([O-])([O-])[O-].[K+].[K+].[K+] (potassium phosphate). The solvent is CN(C)C=O (DMF). Product: ClC1=C(C=2C3=C(N(C2C=C1)\C=C(/C)\C1=CC=C(C=C1)F)CCN(C3)C)Cl ((E)-8,9-dichloro-5-(2-(4-fluorophenyl)prop-1-enyl)-2-methyl-2,3,4,5-tetrahydro-1H-pyrido[4,3-b]indole).